describe an organic reaction: reactants, conditions, products, and yield From a dataset of the Open Reaction Database (ORD), a public repository of structured organic reaction records. Reactants: C[Si](C)(C)OS(=O)(=O)C(F)(F)F (Trimethylsilyltrifluoromethanesulfonate), ClC(COC(=O)[C@H]1NN(CCC1)C([C@H](CC1=CC(=CC=C1)O[Si](C)(C)C(C)(C)C)NC(=O)OC(C)(C)C)=O)(Cl)Cl ((S)-1-{(S)-2-tert-butoxycarbonylamino-3-[3-(tert-butyl-dimethyl-silanyloxy)-phenyl]-propionyl}-hexahydro-pyridazine-3-carboxylic acid 2,2,2-trichloro-ethyl ester), C(C)(C)N(C(C)C)CC (N,N-diisopropylethylamine), C(C)(C)(C)OC(=O)N[C@H](C(=O)O)CC1=CC=C(C=C1)OC ((S)-2-tert-butoxycarbonylamino-3-(4-methoxy-phenyl)-propionic acid), C(C)(C)N(C(C)C)CC (N,N-diisopropylethylamine). The solvent is C(C)#N (acetonitrile), ClCCl (dichloromethane). Conditions: time 85 minute. The product is ClC(COC(=O)[C@H]1NN(CCC1)C([C@H](CC1=CC(=CC=C1)O[Si](C)(C)C(C)(C)C)NC([C@H](CC1=CC=C(C=C1)OC)NC(=O)OC(C)(C)C)=O)=O)(Cl)Cl ((S)-1-{(S)-2-[(S)-2-tert-Butoxycarbonylamino-3-(4-methoxy-phenyl)-propionylamino]-3-[3-(tert-butyl-dimethyl-silanyloxy)-phenyl]-propionyl}-hexahydro-pyridazine-3-carboxylic acid 2,2,2-trichloro-ethyl ester). Isolated yield 66.5%. RXN SMILES: C[Si](OS(C(F)(F)F)(=O)=O)(C)C.[Cl:13][C:14]([Cl:52])([Cl:51])[CH2:15][O:16][C:17]([C@@H:19]1[CH2:24][CH2:23][CH2:22][N:21]([C:25](=[O:50])[C@@H:26]([NH:42][C:43](OC(C)(C)C)=[O:44])[CH2:27][C:28]2[CH:33]=[CH:32][CH:31]=[C:30]([O:34][Si:35]([C:38]([CH3:41])([CH3:40])[CH3:39])([CH3:37])[CH3:36])[CH:29]=2)[NH:20]1)=[O:18].C(N(CC)C(C)C)(C)C.[C:62]([O:66][C:67]([NH:69][C@@H:70]([CH2:74][C:75]1[CH:80]=[CH:79][C:78]([O:81][CH3:82])=[CH:77][CH:76]=1)C(O)=O)=[O:68])([CH3:65])([CH3:64])[CH3:63]>ClCCl.C(#N)C>[Cl:13][C:14]([Cl:52])([Cl:51])[CH2:15][O:16][C:17]([C@@H:19]1[CH2:24][CH2:23][CH2:22][N:21]([C:25](=[O:50])[C@@H:26]([NH:42][C:43](=[O:44])[C@@H:70]([NH:69][C:67]([O:66][C:62]([CH3:65])([CH3:64])[CH3:63])=[O:68])[CH2:74][C:75]2[CH:76]=[CH:77][C:78]([O:81][CH3:82])=[CH:79][CH:80]=2)[CH2:27][C:28]2[CH:33]=[CH:32][CH:31]=[C:30]([O:34][Si:35]([C:38]([CH3:39])([CH3:41])[CH3:40])([CH3:37])[CH3:36])[CH:29]=2)[NH:20]1)=[O:18]. Procedure: Trimethylsilyltrifluoromethanesulfonate (341 μL, 1.89 mmol) was added dropwise to a solution of the (S)-1-{(S)-2-tert-butoxycarbonylamino-3-[3-(tert-butyl-dimethyl-silanyloxy)-phenyl]-propionyl}-hexahydro-pyridazine-3-carboxylic acid 2,2,2-trichloro-ethyl ester (670 mg, 1.05 mmol) in dichloromethane (15 mL) at 0° C. under N2 and the reaction was stirred for 85 minutes. To this was added N,N-diisopropylethylamine (730 μL, 4.19 mmol) and the reaction was warmed to room temperature. The volatiles w...